This data is from the Open Reaction Database (ORD), a public repository of structured organic reaction records. The task is: describe an organic reaction: reactants, conditions, products, and yield The reactants are COC(=O)COC(C1=C(C=C(C(=C1)N=C=S)F)Cl)=S (2-chloro-4-fluoro-5-isothiocyanatothiobenzoic acid (methoxycarbonylmethyl) ester), N1NCCCC1 (hexahydropyridazine). Solvent: C1(=CC=CC=C1)C (toluene), C1(=CC=CC=C1)C (toluene). Reaction conditions: time 8 hour. Yields the product COC(=O)COC(C1=C(C=C(C(=C1)NC(=S)N1NCCCC1)F)Cl)=S (2-chloro-4-fluoro-5-(1-hexahydropyridazinylthiocarbonylamino)-thiobenzoic acid (methoxycarbonylmethyl) ester). Yield: 72.2%. As a reaction SMILES: [CH3:1][O:2][C:3]([CH2:5][O:6][C:7](=[S:19])[C:8]1[CH:13]=[C:12]([N:14]=[C:15]=[S:16])[C:11]([F:17])=[CH:10][C:9]=1[Cl:18])=[O:4].[NH:20]1[CH2:25][CH2:24][CH2:23][CH2:22][NH:21]1>C1(C)C=CC=CC=1>[CH3:1][O:2][C:3]([CH2:5][O:6][C:7](=[S:19])[C:8]1[CH:13]=[C:12]([NH:14][C:15]([N:20]2[CH2:25][CH2:24][CH2:23][CH2:22][NH:21]2)=[S:16])[C:11]([F:17])=[CH:10][C:9]=1[Cl:18])=[O:4]. Procedure details: A solution of 4.8 g of the resulting 2-chloro-4-fluoro-5-isothiocyanatothiobenzoic acid (methoxycarbonylmethyl) ester in 50 ml of toluene is added dropwise, with stirring, at from 20° to 250° C. to a solution of 1.4 g of hexahydropyridazine in 20 ml of toluene. The batch is then stirred for a further 8 hours at room temperature and is then concentrated by evaporation in vacuo to yield 4.4 g of 2-chloro-4-fluoro-5-(1-hexahydropyridazinylthiocarbonylamino)-thiobenzoic acid (methoxycarbonylmethyl) ... RXN SMILES: [Br:1][C:2]1[CH:10]=[C:9]2[C:5]([CH2:6][C:7](=[O:11])[NH:8]2)=[CH:4][CH:3]=1.[Cl:12][C:13]1[CH:14]=[C:15]([CH:18]=[CH:19][CH:20]=1)[CH:16]=O.N1CCCC1.ClC1C=C2C(/C(=C/C3C=CC=C(Cl)C=3)/C(=O)N2)=CC=1>CO>[Br:1][C:2]1[CH:10]=[C:9]2[C:5](/[C:6](=[CH:16]/[C:15]3[CH:18]=[CH:19][CH:20]=[C:13]([Cl:12])[CH:14]=3)/[C:7](=[O:11])[NH:8]2)=[CH:4][CH:3]=1. Run at temperature 65 celsius. The solvent is CO (methanol). Reactants: ClC1=CC=C2/C(/C(NC2=C1)=O)=C/C1=CC(=CC=C1)Cl (Z-6-chloro-3-(3-chloro-benzylidene)-1,3-dihydro-indol-2-one), BrC1=CC=C2CC(NC2=C1)=O (6-bromooxindole), ClC=1C=C(C=O)C=CC1 (3-chloro-benzaldehyde), N1CCCC1 (pyrrolidine). Yields the product BrC1=CC=C2/C(/C(NC2=C1)=O)=C/C1=CC(=CC=C1)Cl (Z-6-bromo-3-(3-chloro-benzylidene)-1,3-dihydro-indol-2-one). Procedure details: To the mixture of 6-bromooxindole (16.2 g, 92 mmol) (Combi-block) and 3-chloro-benzaldehyde (12.9 g, 92 mmol) in methanol (109 mL) was added pyrrolidine (6.55 g, 92 mmol) dropwise. The mixture was then heated at 65° C. for 3 h. After cooled to 4° C., the mixture was filtered and resulting precipitate was collected, dried to give a mixture of E/Z-6-chloro-3-(3-chloro-benzylidene)-1,3-dihydro-indol-2-one as a bright yellow solid (Yield 16.2 g, 63%). The reactants are CS(=O)(=O)O, Cl, NCCOCCO, O=Cc1ccc(-c2cc3ncnc(Nc4ccc5[nH]ccc5c4)c3s2)cc1. The product is OCCOCCNCc1ccc(-c2cc3ncnc(Nc4ccc5[nH]ccc5c4)c3s2)cc1. RXN SMILES: [CH3:35][S:36]([OH:37])(=[O:38])=[O:39].[ClH:40].[NH2:1][CH2:2][CH2:3][O:4][CH2:5][CH2:6][OH:7].[nH:8]1[cH:9][cH:10][c:11]2[cH:12][c:13]([NH:17][c:18]3[c:19]4[c:20]([n:21][cH:22][n:23]3)[cH:24][c:25](-[c:27]3[cH:28][cH:29][c:30]([CH:31]=[O:32])[cH:33][cH:34]3)[s:26]4)[cH:14][cH:15][c:16]12>>[NH:1]([CH2:2][CH2:3][O:4][CH2:5][CH2:6][OH:7])[CH2:31][c:30]1[cH:29][cH:28][c:27](-[c:25]2[cH:24][c:20]3[c:19]([c:18]([NH:17][c:13]4[cH:12][c:11]5[cH:10][cH:9][nH:8][c:16]5[cH:15][cH:14]4)[n:23][cH:22][n:21]3)[s:26]2)[cH:34][cH:33]1. The reactants are methanolic solution, N (ammonia), 20C, 20C, Cl (hydrochloric acid), C1C(CC2=CC=CC3=CC=CC1=C23)=O (1,3-dihydro-2-phenalenone), [C-]#N.[Na+] (sodium cyanide). The solvent is O (water), C(C)OCC (ethyl ether). The product is NC1(CC=2C=CC=C3C=CC=C(C1)C23)C#N (2-Amino-2-cyano-2,3-dihydrophenalene). RXN SMILES: Cl.[CH2:2]1[C:13]2=[C:14]3[C:9](=[CH:10][CH:11]=[CH:12]2)[CH:8]=[CH:7][CH:6]=[C:5]3[CH2:4][C:3]1=O.[C-:16]#[N:17].[Na+].[NH3:19]>O.C(OCC)C>[NH2:19][C:3]1([C:16]#[N:17])[CH2:4][C:5]2[C:14]3[C:9]([CH:8]=[CH:7][CH:6]=2)=[CH:10][CH:11]=[CH:12][C:13]=3[CH2:2]1 |f:2.3|. Procedure details: 1 ml of concentrated hydrochloric acid is added dropwise to a vigorously stirred mixture of 13.7 mmol of 1,3-dihydro-2-phenalenone and 40 mmol of sodium cyanide in 60 ml of water and 80 ml of ethyl ether. After one hour of stirring at 20C., and when settling has taken place, the organic phase is separated, washed with water, dried and evaporated. The residue obtained is treated with 20 ml of a methanolic solution of ammonia (3.5M) with stirring for 5 hours at 20C. Starting materials: O=C([O-])[O-], COCc1ccccc1-c1cccc2nc(Nc3ccc4c(c3)CCNCC4)nn12, CN(C)C=O, CCOC(C)=O, CS(=O)(=O)CCCl, [I-], [K+], [K+], [Na+]. Product: COCc1ccccc1-c1cccc2nc(Nc3ccc4c(c3)CCN(CCS(C)(=O)=O)CC4)nn12. As a reaction SMILES: [C:31](=[O:32])([O-:33])[O-:34].[CH3:1][O:2][CH2:3][c:4]1[c:5](-[c:10]2[cH:11][cH:12][cH:13][c:14]3[n:15]2[n:16][c:17]([NH:19][c:20]2[cH:21][c:22]4[c:23]([cH:29][cH:30]2)[CH2:24][CH2:25][NH:26][CH2:27][CH2:28]4)[n:18]3)[cH:6][cH:7][cH:8][cH:9]1.[CH3:46][N:47]([CH3:48])[CH:49]=[O:50].[CH3:51][CH2:52][O:53][C:54](=[O:55])[CH3:56].[Cl:37][CH2:38][CH2:39][S:40](=[O:41])(=[O:42])[CH3:43].[I-:45].[K+:35].[K+:36].[Na+:44]>>[CH3:1][O:2][CH2:3][c:4]1[c:5](-[c:10]2[cH:11][cH:12][cH:13][c:14]3[n:15]2[n:16][c:17]([NH:19][c:20]2[cH:21][c:22]4[c:23]([cH:29][cH:30]2)[CH2:24][CH2:25][N:26]([CH2:38][CH2:39][S:40](=[O:41])(=[O:42])[CH3:43])[CH2:27][CH2:28]4)[n:18]3)[cH:6][cH:7][cH:8][cH:9]1. Reaction SMILES: [Br-:1].[CH2:39]1[O:40][CH2:41][CH2:42][CH2:43]1.[CH3:9][O:10][c:11]1[cH:12][cH:13][c:14]([N:17]2[CH2:18][CH2:19][N:20]([c:23]3[c:24]([CH3:37])[c:25]([CH3:36])[c:26]4[c:27]([c:34]3[CH3:35])[C:28](=[O:33])[C:29]([CH3:31])([CH3:32])[O:30]4)[CH2:21][CH2:22]2)[cH:15][cH:16]1.[CH:2]1([Mg+:8])[CH2:3][CH2:4][CH2:5][CH2:6][CH2:7]1.[OH2:38]>>[CH:2]1([C:28]2([OH:33])[c:27]3[c:26]([c:25]([CH3:36])[c:24]([CH3:37])[c:23]([N:20]4[CH2:19][CH2:18][N:17]([c:14]5[cH:13][cH:12][c:11]([O:10][CH3:9])[cH:16][cH:15]5)[CH2:22][CH2:21]4)[c:34]3[CH3:35])[O:30][C:29]2([CH3:31])[CH3:32])[CH2:3][CH2:4][CH2:5][CH2:6][CH2:7]1. Product: COc1ccc(N2CCN(c3c(C)c(C)c4c(c3C)C(O)(C3CCCCC3)C(C)(C)O4)CC2)cc1. The reactants are [Br-], C1CCOC1, COc1ccc(N2CCN(c3c(C)c(C)c4c(c3C)C(=O)C(C)(C)O4)CC2)cc1, [Mg+]C1CCCCC1, O. Starting materials: BrB(Br)Br, ClCCl, OCCCCC(O)c1ccccc1. Yields the product OCCCCC(Br)c1ccccc1. RXN SMILES: [B:1]([Br:2])([Br:3])[Br:4].[Cl:18][CH2:19][Cl:20].[c:5]1([CH:11]([CH2:12][CH2:13][CH2:14][CH2:15][OH:16])[OH:17])[cH:6][cH:7][cH:8][cH:9][cH:10]1>>[Br:2][CH:11]([c:5]1[cH:6][cH:7][cH:8][cH:9][cH:10]1)[CH2:12][CH2:13][CH2:14][CH2:15][OH:16].